This data is from the Open Reaction Database (ORD), a public repository of structured organic reaction records. The task is: describe an organic reaction: reactants, conditions, products, and yield The reactants are C1CC2=CC=CC3=CC=CC1=C23 (acenaphthene), C1CC2=CC=CC3=CC=CC1=C23 (acenaphthene), C(C)(=O)O (acetic acid). The reagents and catalysts are O.O.O.O.O.O.[Co](Br)Br (cobalt (II) bromide hexahydrate), O.O.O.O.C(C)(=O)[O-].[Co+2].C(C)(=O)[O-] (cobalt (II) acetate tetrahydrate), O.O.O.O.C(C)(=O)[O-].[Mn+2].C(C)(=O)[O-] (manganese (II) acetate tetrahydrate). Conditions: time 4.3 hour. Yields the product C1(CC2=CC=CC3=CC=CC1=C23)=O (acenaphthene-1-one). Isolated yield 28.1%. RXN SMILES: [CH2:1]1[C:11]2=[C:12]3[C:7](=[CH:8][CH:9]=[CH:10]2)[CH:6]=[CH:5][CH:4]=[C:3]3[CH2:2]1.C(O)(=[O:15])C>O.O.O.O.O.O.[Co](Br)Br.O.O.O.O.C([O-])(=O)C.[Co+2].C([O-])(=O)C.O.O.O.O.C([O-])(=O)C.[Mn+2].C([O-])(=O)C>[C:2]1(=[O:15])[C:3]2=[C:12]3[C:7](=[CH:6][CH:5]=[CH:4]2)[CH:8]=[CH:9][CH:10]=[C:11]3[CH2:1]1 |f:2.3.4.5.6.7.8,9.10.11.12.13.14.15,16.17.18.19.20.21.22|. Procedure details: To a three necked flask of 10 L, 308 g of acenaphthene, 3250 mL of acetic acid, 30.6 g of cobalt (II) bromide hexahydrate, 6.1 g of cobalt (II) acetate tetrahydrate, and 1.5 g of manganese (II) acetate tetrahydrate were put. These components were stirred and mixed to be dissolved totally. Then, air was blown into the liquid at a rate of 400 L/h at 20° C. and room pressure. After 4.3 hours, the reaction was stopped, and the generated reaction solution was analyzed by gas chromatography. As a resu...